Dataset: the Open Reaction Database (ORD), a public repository of structured organic reaction records. Task: describe an organic reaction: reactants, conditions, products, and yield Reactants: CO, COC(=O)Cc1ccc(-n2ccc3cc(C(=O)NCCc4ccc(Cl)cc4Cl)ccc32)c(C#N)c1, ClCCl, [Na+], [OH-], O. Yields the product N#Cc1cc(CC(=O)O)ccc1-n1ccc2cc(C(=O)NCCc3ccc(Cl)cc3Cl)ccc21. Reaction SMILES: [CH3:39][OH:40].[Cl:1][c:2]1[c:3]([CH2:4][CH2:5][NH:6][C:7](=[O:8])[c:9]2[cH:10][c:11]3[cH:12][cH:13][n:14](-[c:18]4[c:19]([C:29]#[N:30])[cH:20][c:21]([CH2:24][C:25](=[O:26])[O:27][CH3:28])[cH:22][cH:23]4)[c:15]3[cH:16][cH:17]2)[cH:31][cH:32][c:33]([Cl:35])[cH:34]1.[Cl:41][CH2:42][Cl:43].[Na+:37].[OH-:36].[OH2:38]>>[Cl:1][c:2]1[c:3]([CH2:4][CH2:5][NH:6][C:7](=[O:8])[c:9]2[cH:10][c:11]3[cH:12][cH:13][n:14](-[c:18]4[c:19]([C:29]#[N:30])[cH:20][c:21]([CH2:24][C:25](=[O:26])[OH:27])[cH:22][cH:23]4)[c:15]3[cH:16][cH:17]2)[cH:31][cH:32][c:33]([Cl:35])[cH:34]1. As a reaction SMILES: [CH3:17][CH:18]([CH2:19][OH:20])[CH2:21][CH3:22].[OH2:40].[OH:1][c:2]1[cH:3][cH:4][c:5](-[c:8]2[cH:9][cH:10][c:11]([C:12](=[O:13])[OH:14])[cH:15][cH:16]2)[cH:6][cH:7]1.[c:23]1([CH3:24])[cH:25][cH:26][c:27]([S:28]([OH:29])(=[O:30])=[O:31])[cH:32][cH:33]1.[cH:34]1[cH:35][cH:36][cH:37][cH:38][cH:39]1>>[OH:1][c:2]1[cH:3][cH:4][c:5](-[c:8]2[cH:9][cH:10][c:11]([C:12]([O:13][CH2:19][CH:18]([CH3:17])[CH2:21][CH3:22])=[O:14])[cH:15][cH:16]2)[cH:6][cH:7]1. Product: CCC(C)COC(=O)c1ccc(-c2ccc(O)cc2)cc1. The reactants are CCC(C)CO, O, O=C(O)c1ccc(-c2ccc(O)cc2)cc1, Cc1ccc(S(=O)(=O)O)cc1, c1ccccc1. The reactants are C(C1=CC=CC=C1)OC1=CC=2C3=C(C(=NC2C=C1)N)N=C(N3C)CC (8-benzyloxy-2-ethyl-1-methyl-1H-imidazo[4,5-c]quinolin-4-amine), C(C1=CC=CC=C1)OC=1C=CC=2C3=C(C(=NC2C1)N)N=C(N3CC(C)C)CCC (7-benzyloxy-2-propyl-1-(2-methylpropyl)-1H-imidazo[4,5-c]quinolin-4-amine). Run at time 4 hour. The product is NC1=NC=2C=CC(=CC2C2=C1N=C(N2C)CC)O (4-amino-2-ethyl-1-methyl-1H-imidazo[4,5-c]quinolin-8-ol). Yield: 20.6%. As a reaction SMILES: C([O:8][C:9]1[CH:18]=[CH:17][C:16]2[N:15]=[C:14]([NH2:19])[C:13]3[N:20]=[C:21]([CH2:24][CH3:25])[N:22]([CH3:23])[C:12]=3[C:11]=2[CH:10]=1)C1C=CC=CC=1.C(OC1C=CC2C3N(CC(C)C)C(CCC)=NC=3C(N)=NC=2C=1)C1C=CC=CC=1>>[NH2:19][C:14]1[C:13]2[N:20]=[C:21]([CH2:24][CH3:25])[N:22]([CH3:23])[C:12]=2[C:11]2[CH:10]=[C:9]([OH:8])[CH:18]=[CH:17][C:16]=2[N:15]=1. Procedure: The general method described in Example 5 was followed using 8-benzyloxy-2-ethyl-1-methyl-1H-imidazo[4,5-c]quinolin-4-amine (0.47 g, 1.4 mmol), prepared as described in Example 57, in lieu of 7-benzyloxy-2-propyl-1-(2-methylpropyl)-1H-imidazo[4,5-c]quinolin-4-amine. The hydrogenation was complete in four hours, and after the catalyst was removed by filtration, the filtrate was concentrated under reduced pressure to a small volume. Hexanes were added, and a precipitate formed, which was isolated ... Starting materials: product, NC1=NC(=C(N=C1C#N)Cl)SCCN (2-amino-5-chloro-3-cyano-6-[(2-aminoethyl)thio]pyrazine), C(C)(=O)OC(C)=O (acetic anhydride). Solvent: N1=CC=CC=C1 (pyridine). Run at time 18 hour. Product: NC1=NC(=C(N=C1C#N)Cl)SCCNC(C)=O (2-Amino-5-chloro-3-cyano-6-[(2-acetamidoethyl)thio]pyrazine). RXN SMILES: [NH2:1][C:2]1[C:7]([C:8]#[N:9])=[N:6][C:5]([Cl:10])=[C:4]([S:11][CH2:12][CH2:13][NH2:14])[N:3]=1.[C:15](OC(=O)C)(=[O:17])[CH3:16]>N1C=CC=CC=1>[NH2:1][C:2]1[C:7]([C:8]#[N:9])=[N:6][C:5]([Cl:10])=[C:4]([S:11][CH2:12][CH2:13][NH:14][C:15](=[O:17])[CH3:16])[N:3]=1. Procedure: The product of Example 9 above, 2-amino-5-chloro-3-cyano-6-[(2-aminoethyl)thio]pyrazine (50 mg), was suspended in pyridine (0.5 ml), to which acetic anhydride (0.5 ml) was then added. The reaction mixture was stirred at room temperature overnight (18 hours), after which ice was added. The product precipitated, was filtered, and washed with water (10 mg).